This data is from the Open Reaction Database (ORD), a public repository of structured organic reaction records. The task is: describe an organic reaction: reactants, conditions, products, and yield Reactants: O=C([O-])[O-], CC(=O)CC(C)C, Cc1cc(C(C)(C)C)c(O)c(C)c1CCl, [I-], [K+], [K+], [K+], OCCS. Yields the product Cc1cc(C(C)(C)C)c(O)c(C)c1CSCCO. Reaction SMILES: [C:20](=[O:21])([O-:22])[O-:23].[CH2:28]([C:29]([CH3:30])=[O:31])[CH:32]([CH3:33])[CH3:34].[CH3:1][c:2]1[c:3]([OH:15])[c:4]([C:11]([CH3:12])([CH3:13])[CH3:14])[cH:5][c:6]([CH3:10])[c:7]1[CH2:8][Cl:9].[I-:27].[K+:24].[K+:25].[K+:26].[SH:16][CH2:17][CH2:18][OH:19]>>[CH3:1][c:2]1[c:3]([OH:15])[c:4]([C:11]([CH3:12])([CH3:13])[CH3:14])[cH:5][c:6]([CH3:10])[c:7]1[CH2:8][S:16][CH2:17][CH2:18][OH:19]. RXN SMILES: [B:22]([Br:23])([Br:24])[Br:25].[CH2:1]([CH2:2][CH2:3][CH3:4])[C:5]12[CH2:6][c:7]3[cH:8][c:9]([O:20][CH3:21])[cH:10][cH:11][c:12]3[C:13]1=[C:14]([CH3:19])[C:15](=[O:18])[CH2:16][CH2:17]2.[Cl:32][CH2:33][Cl:34].[cH:26]1[cH:27][cH:28][cH:29][cH:30][cH:31]1>>[CH2:1]([CH2:2][CH2:3][CH3:4])[C:5]12[CH2:6][c:7]3[cH:8][c:9]([OH:20])[cH:10][cH:11][c:12]3[C:13]1=[C:14]([CH3:19])[C:15](=[O:18])[CH2:16][CH2:17]2. Starting materials: BrB(Br)Br, CCCCC12CCC(=O)C(C)=C1c1ccc(OC)cc1C2, ClCCl, c1ccccc1. Yields the product CCCCC12CCC(=O)C(C)=C1c1ccc(O)cc1C2. Reactants: BrBr (Bromine), BrC1=CC=C(C=C1)C(CCC(=O)OCC1=CC=CC=C1)=O (benzyl 4-(4-bromophenyl)-4-oxobutanoate), [N-]=[N+]=[N-].[Na+] (Sodium azide). Solvent: CCOCC (ether), O1CCOCC1 (1,4-Dioxane). Run at time 6 hour. The product is N(=[N+]=[N-])C(CC(=O)OCC1=CC=CC=C1)C(=O)C1=CC=C(C=C1)Br (benzyl 3-azido-4-(4-bromophenyl)-4-oxobutanoate). Yield: 95.0%. As a reaction SMILES: BrBr.[Br:3][C:4]1[CH:9]=[CH:8][C:7]([C:10](=[O:23])[CH2:11][CH2:12][C:13]([O:15][CH2:16][C:17]2[CH:22]=[CH:21][CH:20]=[CH:19][CH:18]=2)=[O:14])=[CH:6][CH:5]=1.[N-:24]=[N+:25]=[N-:26].[Na+]>CCOCC.O1CCOCC1>[N:24]([CH:11]([C:10]([C:7]1[CH:6]=[CH:5][C:4]([Br:3])=[CH:9][CH:8]=1)=[O:23])[CH2:12][C:13]([O:15][CH2:16][C:17]1[CH:18]=[CH:19][CH:20]=[CH:21][CH:22]=1)=[O:14])=[N+:25]=[N-:26] |f:2.3|. Procedure details: Bromine (2.5 mL, 46.1 mmol) was added to a solution of Example J5, benzyl 4-(4-bromophenyl)-4-oxobutanoate (16 g, 46.1 mmol) in ether (200 mL) and 1,4-Dioxane (50 mL) and the solution was stirred for 6 hours before being concentrated by rotory evaporation and taken up in acetonitrile (450 mL). Sodium azide (3.0 g, 46.1 mmol) was added and the reaction mixture stirred 18 hours. The solvent was removed upon concentration and the residue taken up in ethyl acetate and wash with water, brine, dried N... Reactants: [N+](=[N-])=C (diazomethane), C(=O)(OC(C)(C)C)N1CCC(CC1)CCCC(=O)O (4-(N-BOC-4-piperidyl)butanoic acid), CCOCC (ether), S(=O)(Cl)Cl (thionyl chloride). Reagents/catalysts: C(C1=CC=CC=C1)(=O)[O-].[Ag+] (silver benzoate), N1=CC=CC=C1 (pyridine). Solvent: CCN(CC)CC (NEt3), CO (CH3OH). Conditions: temperature 0 celsius. Yields the product N1CCC(CC1)CCCCC(=O)OC (Methyl 5-(4-piperidyl)pentanoate). As a reaction SMILES: C([N:8]1[CH2:13][CH2:12][CH:11]([CH2:14][CH2:15][CH2:16][C:17](O)=O)[CH2:10][CH2:9]1)(OC(C)(C)C)=O.C[CH2:21][O:22][CH2:23]C.S(Cl)(Cl)=[O:26].[N+](=C)=[N-]>N1C=CC=CC=1.CO.C([O-])(=O)C1C=CC=CC=1.[Ag+].CCN(CC)CC>[NH:8]1[CH2:9][CH2:10][CH:11]([CH2:14][CH2:15][CH2:16][CH2:17][C:21]([O:22][CH3:23])=[O:26])[CH2:12][CH2:13]1 |f:6.7|. Procedure: To a stirred solution of carboxylic acid 14 (600 mg, 2.2 mmol), ether (4.0 mL), and pyridine (2 drops) at ambient temperature was added thionyl chloride in one portion to effect an exotherm. After 25 minutes the ether, pyridine, and thionyl chloride were evaporated. The intermediate acid chloride was dissolved in ether (5 mL), cooled to 0° C., then treated with an ethereal solution of diazomethane (15 mL, ~10 mmol). After 2.0 hours the excess diazomethane was removed by purging with argon. Evapo... Procedure: Prepare by the method of Example 56.1 using 2-chloro-3,4,5-trimethoxybenzoic acid and 3-(2-(4-(1-(2-ethoxyethyl)-1H-benzimidazol-2-yl)[1,4]diazepan-1-yl)ethyl)-3-phenylpyrrolidine hydrochloric acid salt (prepared from (−)-3-phenyl-3-(2-hydroxyethyl)pyrrolidine(R,R)-di-p-anisoyltartaric acid salt) to give the title compound. Product: ClC1=C(C(=O)N2CC(CC2)(C2=CC=CC=C2)CCN2CCN(CCC2)C2=NC3=C(N2CCOCC)C=CC=C3)C=C(C(=C1OC)OC)OC (1-(2-Chloro-3,4,5-trimethoxybenzoyl)-3-(2-(4-(1-(2-ethoxyethyl)-1H-benzimidazol-2-yl)[1,4]diazepan-1-yl)ethyl)-3-phenylpyrrolidine). As a reaction SMILES: [Cl:1][C:2]1[C:10]([O:11][CH3:12])=[C:9]([O:13][CH3:14])[C:8]([O:15][CH3:16])=[CH:7][C:3]=1[C:4]([OH:6])=O.Cl.[CH2:18]([O:20][CH2:21][CH2:22][N:23]1[C:27]2[CH:28]=[CH:29][CH:30]=[CH:31][C:26]=2[N:25]=[C:24]1[N:32]1[CH2:38][CH2:37][CH2:36][N:35]([CH2:39][CH2:40][C:41]2([C:46]3[CH:51]=[CH:50][CH:49]=[CH:48][CH:47]=3)[CH2:45][CH2:44][NH:43][CH2:42]2)[CH2:34][CH2:33]1)[CH3:19]>>[Cl:1][C:2]1[C:10]([O:11][CH3:12])=[C:9]([O:13][CH3:14])[C:8]([O:15][CH3:16])=[CH:7][C:3]=1[C:4]([N:43]1[CH2:44][CH2:45][C:41]([CH2:40][CH2:39][N:35]2[CH2:36][CH2:37][CH2:38][N:32]([C:24]3[N:23]([CH2:22][CH2:21][O:20][CH2:18][CH3:19])[C:27]4[CH:28]=[CH:29][CH:30]=[CH:31][C:26]=4[N:25]=3)[CH2:33][CH2:34]2)([C:46]2[CH:51]=[CH:50][CH:49]=[CH:48][CH:47]=2)[CH2:42]1)=[O:6] |f:1.2|. The reactants are ClC1=C(C(=O)O)C=C(C(=C1OC)OC)OC (2-chloro-3,4,5-trimethoxybenzoic acid), Cl.C(C)OCCN1C(=NC2=C1C=CC=C2)N2CCN(CCC2)CCC2(CNCC2)C2=CC=CC=C2 (3-(2-(4-(1-(2-ethoxyethyl)-1H-benzimidazol-2-yl)[1,4]diazepan-1-yl)ethyl)-3-phenylpyrrolidine hydrochloric acid salt). Starting materials: Cc1ccc(NC(=O)CN(Cc2ccc(SC(C)(C)C(=O)OC(C)(C)C)cc2)Cc2ccco2)c(C)c1, ClCCl, O=C(O)C(F)(F)F. Product: Cc1ccc(NC(=O)CN(Cc2ccc(SC(C)(C)C(=O)O)cc2)Cc2ccco2)c(C)c1. Reaction SMILES: [CH3:1][c:2]1[c:3]([NH:9][C:10]([CH2:11][N:12]([CH2:13][c:14]2[o:15][cH:16][cH:17][cH:18]2)[CH2:19][c:20]2[cH:21][cH:22][c:23]([S:26][C:27]([C:28](=[O:29])[O:30][C:31]([CH3:32])([CH3:33])[CH3:34])([CH3:35])[CH3:36])[cH:24][cH:25]2)=[O:37])[cH:4][cH:5][c:6]([CH3:8])[cH:7]1.[Cl:45][CH2:46][Cl:47].[OH:38][C:39]([C:40]([F:41])([F:42])[F:43])=[O:44]>>[CH3:1][c:2]1[c:3]([NH:9][C:10]([CH2:11][N:12]([CH2:13][c:14]2[o:15][cH:16][cH:17][cH:18]2)[CH2:19][c:20]2[cH:21][cH:22][c:23]([S:26][C:27]([C:28](=[O:29])[OH:30])([CH3:35])[CH3:36])[cH:24][cH:25]2)=[O:37])[cH:4][cH:5][c:6]([CH3:8])[cH:7]1. Starting materials: C(CCC(=O)[O-])(=O)OCCOCN1C(=NC(=C1SC1=CC(=CC(=C1)Cl)Cl)C(C)C)C (2- [5-(3,5-dichlorophenylthio)-4-isopropyl-2-methyl-imidazol-1-ylmethoxy]ethyl succinate), ester, C(C(C)(C)C)(=O)OCI (pivaloyloxymethyl iodide). Product: C(CCC(=O)OCOC(C(C)(C)C)=O)(=O)OCCOCN1C(=NC(=C1SC1=CC(=CC(=C1)Cl)Cl)C(C)C)C (2-[5-(3,5-Dichlorophenylthio)-4-isopropyl-2-methyl-imidazol- 1 -ylmethoxy]ethyl 2,2-dimethylpropionyloxymethyl succinate). Isolated yield 84.5%. As a reaction SMILES: [C:1]([O:8][CH2:9][CH2:10][O:11][CH2:12][N:13]1[C:17]([S:18][C:19]2[CH:24]=[C:23]([Cl:25])[CH:22]=[C:21]([Cl:26])[CH:20]=2)=[C:16]([CH:27]([CH3:29])[CH3:28])[N:15]=[C:14]1[CH3:30])(=[O:7])[CH2:2][CH2:3][C:4]([O-:6])=[O:5].[C:31]([O:37][CH2:38]I)(=[O:36])[C:32]([CH3:35])([CH3:34])[CH3:33]>>[C:1]([O:8][CH2:9][CH2:10][O:11][CH2:12][N:13]1[C:17]([S:18][C:19]2[CH:24]=[C:23]([Cl:25])[CH:22]=[C:21]([Cl:26])[CH:20]=2)=[C:16]([CH:27]([CH3:28])[CH3:29])[N:15]=[C:14]1[CH3:30])(=[O:7])[CH2:2][CH2:3][C:4]([O:6][CH2:38][O:37][C:31](=[O:36])[C:32]([CH3:35])([CH3:34])[CH3:33])=[O:5]. Procedure details: The compound 76 (250 mg, 0.526 mmol) was converted to the ester with pivaloyloxymethyl iodide (140 mg, 0.578 mmol) under potassium carbonate (50.9 mg, 0.368 mmol) in the same manner as the example 61 to give the compound 78 (262 mg, 84%) as oil. Rf 0.18 (1:1 EtOAc - hexane). Reactants: Cl.ClC1=CC=C2CCN(C2=C1)C1=NC=NC2=CC(=CC=C12)[N+](=O)[O-] (4-(6-Chloro-2,3-dihydro-indol-1-yl)-7-nitro-quinazoline hydrochloride), C(=O)[O-].[NH4+] (ammonium formate). Solvent: C(C)O (ethanol). Yields the product Cl.ClC1=CC=C2CCN(C2=C1)C1=NC=NC2=CC(=CC=C12)N (4-(6-Chloro-2,3-dihydro-indol-1-yl)-quinazolin-7-yl amine hydrochloride). Reaction SMILES: Cl.[Cl:2][C:3]1[CH:11]=[C:10]2[C:6]([CH2:7][CH2:8][N:9]2[C:12]2[C:21]3[C:16](=[CH:17][C:18]([N+:22]([O-])=O)=[CH:19][CH:20]=3)[N:15]=[CH:14][N:13]=2)=[CH:5][CH:4]=1.C([O-])=O.[NH4+]>C(O)C>[ClH:2].[Cl:2][C:3]1[CH:11]=[C:10]2[C:6]([CH2:7][CH2:8][N:9]2[C:12]2[C:21]3[C:16](=[CH:17][C:18]([NH2:22])=[CH:19][CH:20]=3)[N:15]=[CH:14][N:13]=2)=[CH:5][CH:4]=1 |f:0.1,2.3,5.6|. Procedure: 4-(6-Chloro-2,3-dihydro-indol-1-yl)-7-nitro-quinazoline hydrochloride (2.16 g, 5.90 mmol) was slurried in 250 mL of ethanol containing 0.21 g of 10% paladium on carbon and treated with ammonium formate (1.68 g, 26.6 mmol). After 16 hours the mixture was filtered through celite and evaporated in vacuo to a residue. This was dissolved in chloroform, filtered and washed with sodium bicarbonate and brine then dried with magnesium sulfate, filtered and evaporated in vacuo to give crude product which ... The reactants are OC1=NN(C=C1C(=O)OCC)CC1=CC=C(C=C1)OC1=CC=CC=C1 (ethyl 3-hydroxy-1-(4-phenoxybenzyl)-1H-pyrazole-4-carboxylate), ClCC=1N=C(OC1C)C1=CC=CC=C1 (4-chloromethyl-5-methyl-2-phenyloxazole), C([O-])([O-])=O.[K+].[K+] (potassium carbonate), CN(C=O)C (N,N-dimethylformamide). The solvent is O (water). Reaction conditions: temperature 80 celsius, time 8 hour. The product is CC1=C(N=C(O1)C1=CC=CC=C1)COC1=NN(C=C1C(=O)OCC)CC1=CC=C(C=C1)OC1=CC=CC=C1 (ethyl 3-(5-methyl-2-phenyl-4-oxazolylmethoxy)-1-(4-phenoxybenzyl)-1H-pyrazole-4-carboxylate). The yield is 95.6%. Reaction SMILES: [OH:1][C:2]1[C:6]([C:7]([O:9][CH2:10][CH3:11])=[O:8])=[CH:5][N:4]([CH2:12][C:13]2[CH:18]=[CH:17][C:16]([O:19][C:20]3[CH:25]=[CH:24][CH:23]=[CH:22][CH:21]=3)=[CH:15][CH:14]=2)[N:3]=1.Cl[CH2:27][C:28]1[N:29]=[C:30]([C:34]2[CH:39]=[CH:38][CH:37]=[CH:36][CH:35]=2)[O:31][C:32]=1[CH3:33].C(=O)([O-])[O-].[K+].[K+].CN(C)C=O>O>[CH3:33][C:32]1[O:31][C:30]([C:34]2[CH:35]=[CH:36][CH:37]=[CH:38][CH:39]=2)=[N:29][C:28]=1[CH2:27][O:1][C:2]1[C:6]([C:7]([O:9][CH2:10][CH3:11])=[O:8])=[CH:5][N:4]([CH2:12][C:13]2[CH:18]=[CH:17][C:16]([O:19][C:20]3[CH:25]=[CH:24][CH:23]=[CH:22][CH:21]=3)=[CH:15][CH:14]=2)[N:3]=1 |f:2.3.4|. Reported procedure: A mixture of ethyl 3-hydroxy-1-(4-phenoxybenzyl)-1H-pyrazole-4-carboxylate (4.07 g), 4-chloromethyl-5-methyl-2-phenyloxazole (2.58 g), potassium carbonate (1.73 g) and N,N-dimethylformamide (30 ml) was stirred at 80° C. for 8 hours. The reaction mixture was poured into water, and extracted with ethyl acetate. The ethyl acetate layer was washed successively with dilute hydrochloric acid and saturated aqueous sodium chloride solution, dried (MgSO4), and concentrated. The residue was subjected to s...